Task: describe an organic reaction: reactants, conditions, products, and yield. Dataset: the Open Reaction Database (ORD), a public repository of structured organic reaction records The reactants are NC=1C=C(C(C(=O)O)=CC1)O (4-Aminosalicylic acid), C(=O)(O)OC(=O)O.C(OC(C)(C)C)(OC(C)(C)C)=O (di-tert-butyl carbonate dicarbonate), [OH-].[Na+] (sodium hydroxide). The solvent is O1CCOCC1 (dioxane), O1CCOCC1 (dioxane), O (water). The product is C(C)(C)(C)OC(=O)NC=1C=C(C(C(=O)O)=CC1)O (4-tert-butyloxycarbonylaminosalicylic acid). Isolated yield 55.5%. RXN SMILES: [NH2:1][C:2]1[CH:3]=[C:4]([OH:11])[C:5](=[CH:9][CH:10]=1)[C:6]([OH:8])=[O:7].[OH-].[Na+].C(OC(O)=O)(O)=O.[C:21](=O)([O:27]C(C)(C)C)[O:22][C:23]([CH3:26])([CH3:25])[CH3:24]>O1CCOCC1.O>[C:23]([O:22][C:21]([NH:1][C:2]1[CH:3]=[C:4]([OH:11])[C:5](=[CH:9][CH:10]=1)[C:6]([OH:8])=[O:7])=[O:27])([CH3:26])([CH3:25])[CH3:24] |f:1.2,3.4|. Procedure details: 4-Aminosalicylic acid (5.00 g, 32.6 mmol) was suspended in dioxane (35 ml) and water (35 ml), and the suspension was added with aqueous sodium hydroxide (2N) and a solution of di-tert-butyl carbonate dicarbonate (8.5 g, 39.0 mmol) in dioxane (35 ml), and then the mixture was stirred at room temperature for seven days. After the dioxane of the reaction mixture was evaporated, the residue was made weakly acidic (pH˜4) with 1N hydrochloric acid, and then extracted with ether. The extract was dried ... Reactants: CO, CC(=O)C(Cl)C(C)=O, [K+], [OH-], Sc1nc[nH]n1. Yields the product CC(=O)C(Sc1nc[nH]n1)C(C)=O. As a reaction SMILES: [CH3:17][OH:18].[Cl:9][CH:10]([C:11]([CH3:12])=[O:13])[C:14]([CH3:15])=[O:16].[K+:2].[OH-:1].[SH:3][c:4]1[n:5][nH:6][cH:7][n:8]1>>[S:3]([c:4]1[n:5][nH:6][cH:7][n:8]1)[CH:10]([C:11]([CH3:12])=[O:13])[C:14]([CH3:15])=[O:16]. Starting materials: NC1=CC=C(C=C1)N1CCN(CC1)C1=CC=NC=C1 (1-(4-aminophenyl)-4-(4-pyridyl)piperazine), C(C)(=O)OC(C)=O (acetic anhydride). The solvent is ClCCl (dichloromethane). Conditions: time 8 hour. The product is N1=CC=C(C=C1)N1CCN(CC1)C1=CC=C(C=C1)NC(C)=O (N-{4-[4-(4-Pyridyl)piperazin-1-yl]phenyl}acetamide). As a reaction SMILES: [NH2:1][C:2]1[CH:7]=[CH:6][C:5]([N:8]2[CH2:13][CH2:12][N:11]([C:14]3[CH:19]=[CH:18][N:17]=[CH:16][CH:15]=3)[CH2:10][CH2:9]2)=[CH:4][CH:3]=1.[C:20](OC(=O)C)(=[O:22])[CH3:21]>ClCCl>[N:17]1[CH:18]=[CH:19][C:14]([N:11]2[CH2:12][CH2:13][N:8]([C:5]3[CH:4]=[CH:3][C:2]([NH:1][C:20](=[O:22])[CH3:21])=[CH:7][CH:6]=3)[CH2:9][CH2:10]2)=[CH:15][CH:16]=1. Procedure: A solution of 1-(4-aminophenyl)-4-(4-pyridyl)piperazine (0.33 g) in a mixture of dichloromethane (20 ml) and acetic anhydride (1.5 ml) was allowed to stand overnight and then evaporated. The residue was triturated with 50 ml of 10% sodium carbonate solution, and then the mixture was diluted to 100 ml with water and extracted several times with chloroform. The combined extracts were dried over sodium sulphate, evaporated and the residue crystallised from ethanol to give the title compound (0.15 g... Reactants: [C-]#N, CN(C)C=O, [Cl-], Cl, CN(C)CCC=C1c2cc(I)ccc2CCn2cccc21, O. Product: CN(C)CCC=C1c2cc(C#N)ccc2CCn2cccc21. Reaction SMILES: [C-:22]#[N:23].[CH3:27][N:28]([CH3:29])[CH:30]=[O:31].[Cl-:25].[ClH:26].[I:1][c:2]1[cH:3][c:4]2[c:5]([cH:20][cH:21]1)[CH2:6][CH2:7][n:8]1[c:9]([cH:17][cH:18][cH:19]1)[C:10]2=[CH:11][CH2:12][CH2:13][N:14]([CH3:15])[CH3:16].[OH2:24]>>[c:2]1([C:22]#[N:23])[cH:3][c:4]2[c:5]([cH:20][cH:21]1)[CH2:6][CH2:7][n:8]1[c:9]([cH:17][cH:18][cH:19]1)[C:10]2=[CH:11][CH2:12][CH2:13][N:14]([CH3:15])[CH3:16]. Reactants: CCCCCCOc1ccc(-c2ccc3c(O)c(F)c(F)cc3c2F)cn1, CCCCCCCCC(F)CO. Yields the product CCCCCCCCC(F)COc1c(F)c(F)cc2c(F)c(-c3ccc(OCCCCCC)nc3)ccc12. Reaction SMILES: [F:1][c:2]1[c:3]([OH:27])[c:4]2[cH:5][cH:6][c:7](-[c:14]3[cH:15][n:16][c:17]([O:20][CH2:21][CH2:22][CH2:23][CH2:24][CH2:25][CH3:26])[cH:18][cH:19]3)[c:8]([F:13])[c:9]2[cH:10][c:11]1[F:12].[F:28][CH:29]([CH2:30][OH:31])[CH2:32][CH2:33][CH2:34][CH2:35][CH2:36][CH2:37][CH2:38][CH3:39]>>[F:1][c:2]1[c:3]([O:27][CH2:30][CH:29]([F:28])[CH2:32][CH2:33][CH2:34][CH2:35][CH2:36][CH2:37][CH2:38][CH3:39])[c:4]2[cH:5][cH:6][c:7](-[c:14]3[cH:15][n:16][c:17]([O:20][CH2:21][CH2:22][CH2:23][CH2:24][CH2:25][CH3:26])[cH:18][cH:19]3)[c:8]([F:13])[c:9]2[cH:10][c:11]1[F:12]. Starting materials: OC(CCNC)C1=CC=CC=C1 (3-hydroxy-N-methyl-3-phenylpropylamine), CC1(NC(CCC1)(C)C)C (2,2,6,6-tetramethylpiperidine), FC1=C(CCl)C=CC=C1 (o-fluorobenzyl chloride). Run in C(C)#N (acetonitrile). Reaction conditions: time 24 hour. Product: FC1=C(C=CC=C1)CN(C)CCC(C1=CC=CC=C1)O (N-(2-Fluorophenylmethyl)-3-hydroxy-N-methyl-3-phenylpropylamine). Isolated yield 75.1%. Reaction SMILES: [OH:1][CH:2]([C:7]1[CH:12]=[CH:11][CH:10]=[CH:9][CH:8]=1)[CH2:3][CH2:4][NH:5][CH3:6].CC1(C)CCCC(C)(C)N1.[F:23][C:24]1[CH:31]=[CH:30][CH:29]=[CH:28][C:25]=1[CH2:26]Cl>C(#N)C>[F:23][C:24]1[CH:31]=[CH:30][CH:29]=[CH:28][C:25]=1[CH2:26][N:5]([CH2:4][CH2:3][CH:2]([OH:1])[C:7]1[CH:8]=[CH:9][CH:10]=[CH:11][CH:12]=1)[CH3:6]. Reported procedure: A mixture of 3-hydroxy-N-methyl-3-phenylpropylamine (8.3 g, 50 mM), 2,2,6,6-tetramethylpiperidine (8.4 ml, 50 mM), o-fluorobenzyl chloride (7.25 g, 50 mM) and acetonitrile (100 ml) was stirred for 24 hours at ambient temperature. The resulting precipitate was removed by filtration, the precipitate washed with acetonitrile and the combined filtrate and washings evaporated under reduced pressure. The residue was partitioned between 2N hydrochloric acid (100 ml) and ether (100 ml), the aqueous laye... The reactants are FC1=CC(=CC2=C1OC1=C2CN(CC1)C(=O)OC(C)(C)C)Br (tert-butyl 6-fluoro-8-bromo-3,4-dihydrobenzofuro[3,2-c]pyridine-2(1H)-carboxylate), C1(=CC=CC=C1)S(=O)[O-].[Na+] (sodium benzenesulfinate). The product is FC1=CC(=CC2=C1OC1=C2CN(CC1)C(=O)OC(C)(C)C)S(=O)(=O)C1=CC=CC=C1 (tert-butyl 6-fluoro-8-phenylsulfonyl-3,4-dihydrobenzofuro[3,2-c]pyridine-2(1H)-carboxylate). Isolated yield 57.0%. Reaction SMILES: [F:1][C:2]1[C:7]2[O:8][C:9]3[CH2:14][CH2:13][N:12]([C:15]([O:17][C:18]([CH3:21])([CH3:20])[CH3:19])=[O:16])[CH2:11][C:10]=3[C:6]=2[CH:5]=[C:4](Br)[CH:3]=1.[C:23]1([S:29]([O-:31])=[O:30])[CH:28]=[CH:27][CH:26]=[CH:25][CH:24]=1.[Na+]>>[F:1][C:2]1[C:7]2[O:8][C:9]3[CH2:14][CH2:13][N:12]([C:15]([O:17][C:18]([CH3:21])([CH3:20])[CH3:19])=[O:16])[CH2:11][C:10]=3[C:6]=2[CH:5]=[C:4]([S:29]([C:23]2[CH:28]=[CH:27][CH:26]=[CH:25][CH:24]=2)(=[O:31])=[O:30])[CH:3]=1 |f:1.2|. Reported procedure: The product of step B was coupled with sodium benzenesulfinate using the procedure of Example 29, step C. Purification by flash column chromatography (SiO2, 7:3 hexane/ethyl acetate) provided tert-butyl 6-fluoro-8-phenylsulfonyl-3,4-dihydrobenzofuro[3,2-c]pyridine-2(1H)-carboxylate (141 mg, 57%) as a light-yellow solid: 1H NMR (CDCl3, 300 MHz) δ 7.97-7.94 (m, 2H), 7.88 (br s, 1H), 7.61-7.47 (m, 4H), 4.57 (s, 2H), 3.84 (t, J=5.4 Hz, 2H), 2.89 (br s, 2H), 1.51 (s, 9H). Starting materials: NC1=CC2=C(NC(CO2)=O)C=C1 (7-amino-4H-benzo[1,4]oxazin-3-one), FC1=CC=C(CC2CCN(CC2)C(C(=O)O)=O)C=C1 ([4-(4-fluoro-benzyl)-piperidin-1-yl]-oxo-acetic acid). Solvent: C(C)OCC (diethylether). The product is FC1=CC=C(CC2CCN(CC2)C(C(=O)NC2=CC3=C(NC(CO3)=O)C=C2)=O)C=C1 (2-[4-(4-Fluoro-benzyl)-piperidin-1-yl]-2-oxo-N-(3-oxo-3,4-dihydro-2H-benzo[1,4]oxazine-7-yl)-acetamide). Reaction SMILES: [NH2:1][C:2]1[CH:12]=[CH:11][C:5]2[NH:6][C:7](=[O:10])[CH2:8][O:9][C:4]=2[CH:3]=1.[F:13][C:14]1[CH:31]=[CH:30][C:17]([CH2:18][CH:19]2[CH2:24][CH2:23][N:22]([C:25](=[O:29])[C:26](O)=[O:27])[CH2:21][CH2:20]2)=[CH:16][CH:15]=1>C(OCC)C>[F:13][C:14]1[CH:31]=[CH:30][C:17]([CH2:18][CH:19]2[CH2:20][CH2:21][N:22]([C:25](=[O:29])[C:26]([NH:1][C:2]3[CH:12]=[CH:11][C:5]4[NH:6][C:7](=[O:10])[CH2:8][O:9][C:4]=4[CH:3]=3)=[O:27])[CH2:23][CH2:24]2)=[CH:16][CH:15]=1. Procedure details: The title compound is prepared from 7-amino-4H-benzo[1,4]oxazin-3-one [J. Med. Chem., 32, 1627. (1989)] and [4-(4-fluoro-benzyl)-piperidin-1-yl]-oxo-acetic acid (Example 1b) according to the method described in Example 2. Melting Point: 209-212° C. (diethylether) Starting materials: COc1cc(B2OC(C)(C)C(C)(C)O2)ccc1NC(=O)OC(C)(C)C, COCCOC, [Na+], [Na+], O=C([O-])[O-], O, Nc1ncnc2c1c(I)nn2C1CCN(Cc2ncc[nH]2)CC1. The product is COc1cc(-c2nn(C3CCN(Cc4ncc[nH]4)CC3)c3ncnc(N)c23)ccc1NC(=O)OC(C)(C)C. RXN SMILES: [CH3:24][O:25][c:26]1[c:27]([NH:41][C:42]([O:43][C:44]([CH3:45])([CH3:46])[CH3:47])=[O:48])[cH:28][cH:29][c:30]([B:32]2[O:33][C:34]([CH3:35])([CH3:36])[C:37]([CH3:38])([CH3:39])[O:40]2)[cH:31]1.[CH3:55][O:56][CH2:57][CH2:58][O:59][CH3:60].[Na+:49].[Na+:50].[O-:51][C:52](=[O:53])[O-:54].[OH2:61].[nH:1]1[c:2]([CH2:6][N:7]2[CH2:8][CH2:9][CH:10]([n:13]3[n:14][c:15]([I:23])[c:16]4[c:17]3[n:18][cH:19][n:20][c:21]4[NH2:22])[CH2:11][CH2:12]2)[n:3][cH:4][cH:5]1>>[n:1]1[c:2]([CH2:6][N:7]2[CH2:8][CH2:9][CH:10]([n:13]3[n:14][c:15](-[c:30]4[cH:29][cH:28][c:27]([NH:41][C:42]([O:43][C:44]([CH3:45])([CH3:46])[CH3:47])=[O:48])[c:26]([O:25][CH3:24])[cH:31]4)[c:16]4[c:17]3[n:18][cH:19][n:20][c:21]4[NH2:22])[CH2:11][CH2:12]2)[nH:3][cH:4][cH:5]1. Yields the product CCCCCCN=C=O. As a reaction SMILES: [CH2:2]([CH2:3][CH2:4][CH2:5][CH2:6][CH3:7])[NH:8][C:9]([NH2:10])=[NH:11].[Na:1].[O-:12][S:13](=[O:14])(=[O:15])[O-:16]>>[CH2:2]([CH2:3][CH2:4][CH2:5][CH2:6][CH3:7])[N:8]=[C:9]=[O:12]. Reactants: CCCCCCNC(=N)N, [Na], O=S(=O)([O-])[O-].